From a dataset of the Open Reaction Database (ORD), a public repository of structured organic reaction records. describe an organic reaction: reactants, conditions, products, and yield The reactants are C(C1=CC=CC=C1)(=O)C1=CC=CC=C1 (benzophenone), ( 8 ), BrC1=CC=C(C=O)C=C1 (4-bromobenzaldehyde), C(C1=CC=CC=C1)(=O)C1=CC=CC=C1 (benzophenone), BrC1=CC=C(C=C1)C (4-bromotoluene), carboxylate, diamine, Grignard reagent. Product: BrC1=CC=C(C=C1)C(O)C1=CC=C(C=C1)C ((4′-bromophenyl)-4-methylphenyl methanol). RXN SMILES: [C:1](C1C=CC=CC=1)(=O)[C:2]1[CH:7]=[CH:6][CH:5]=[CH:4][CH:3]=1.BrC1C=CC(C)=CC=1.[Br:23][C:24]1[CH:31]=[CH:30][C:27]([CH:28]=[O:29])=[CH:26][CH:25]=1>>[Br:23][C:24]1[CH:31]=[CH:30][C:27]([CH:28]([C:5]2[CH:6]=[CH:7][C:2]([CH3:1])=[CH:3][CH:4]=2)[OH:29])=[CH:26][CH:25]=1. Procedure details: The procedure below details the synthesis of a benzophenone dimer comprising a metal carboxylate and linked by a diamine terminated bridging moiety via the scheme set forth in FIG. 1. As shown in FIG. 1, synthesis of the benzophenone crosslinker (8) starts with a reaction between a Grignard reagent derived from commercially available 4-bromotoluene (1) and 4-bromobenzaldehyde (2), yielding (4′-bromophenyl)-4-methylphenyl methanol (3). Alcohol (3) was then oxidized with potassium permanganate (KM... The reactants are NCCSCC1=CC=C(O1)CN(C)O (5-[[(2-aminoethyl)thio]methyl]-N-hydroxy-N-methyl-2-furanmethanamine), CSC(=C[N+](=O)[O-])SC (1,1-bis-(methylthio)-2-nitroethene). The product is ON(C)CC1=CC=C(O1)CSCCNC(=C[N+](=O)[O-])NCCSCC=1OC(=CC1)CN(C)O (N,N'-bis-[2-[[5-[[Hydroxy(methyl)amino]methyl]-2-furanylmethyl]thio]ethyl]-2-nitro-1,1-ethenediamine). Yield: 45.5%. RXN SMILES: [NH2:1][CH2:2][CH2:3][S:4][CH2:5][C:6]1[O:10][C:9]([CH2:11][N:12]([OH:14])[CH3:13])=[CH:8][CH:7]=1.CS[C:17](SC)=[CH:18][N+:19]([O-:21])=[O:20]>>[OH:14][N:12]([CH2:11][C:9]1[O:10][C:6]([CH2:5][S:4][CH2:3][CH2:2][NH:1][C:17]([NH:1][CH2:2][CH2:3][S:4][CH2:5][C:6]2[O:10][C:9]([CH2:11][N:12]([OH:14])[CH3:13])=[CH:8][CH:7]=2)=[CH:18][N+:19]([O-:21])=[O:20])=[CH:7][CH:8]=1)[CH3:13]. Reported procedure: A mixture of 5-[[(2-aminoethyl)thio]methyl]-N-hydroxy-N-methyl-2-furanmethanamine base (1.48 g) and 1,1-bis-(methylthio)-2-nitroethene (0.57 g) was heated at 98°-100° for 3 hr. The oily residue was chromatographed (silica/acetone) and the appropriate eluate evaporated to give the title compound (0.78 g) as an amber oil. Starting materials: O=C([O-])[O-], CC#N, OC(c1cccc(C2CCNCC2)c1F)C(F)(F)F, CCCI, [K+], [K+]. The product is CCCN1CCC(c2cccc(C(O)C(F)(F)F)c2F)CC1. Reaction SMILES: [C:20](=[O:21])([O-:22])[O-:23].[CH3:30][C:31]#[N:32].[F:1][C:2]([CH:3]([OH:4])[c:5]1[c:6]([F:17])[c:7]([CH:11]2[CH2:12][CH2:13][NH:14][CH2:15][CH2:16]2)[cH:8][cH:9][cH:10]1)([F:18])[F:19].[I:26][CH2:27][CH2:28][CH3:29].[K+:24].[K+:25]>>[F:1][C:2]([CH:3]([OH:4])[c:5]1[c:6]([F:17])[c:7]([CH:11]2[CH2:12][CH2:13][N:14]([CH2:27][CH2:28][CH3:29])[CH2:15][CH2:16]2)[cH:8][cH:9][cH:10]1)([F:18])[F:19]. Reactants: CC(=O)C1CCN(C(=O)OC(C)(C)C)CC1, C[Si](C)(C)[N-][Si](C)(C)C, Cc1cccc(C)c1C=O, [Cl-], [Li+], [NH4+], C1CCOC1. Product: Cc1cccc(C)c1C=CC(=O)C1CCN(C(=O)OC(C)(C)C)CC1. As a reaction SMILES: [C:11]([CH3:12])(=[O:13])[CH:14]1[CH2:15][CH2:16][N:17]([C:20](=[O:21])[O:22][C:23]([CH3:24])([CH3:25])[CH3:26])[CH2:18][CH2:19]1.[CH3:1][Si:2]([N-:3][Si:4]([CH3:5])([CH3:6])[CH3:7])([CH3:8])[CH3:9].[CH3:27][c:28]1[c:29]([CH:30]=[O:31])[c:32]([CH3:36])[cH:33][cH:34][cH:35]1.[Cl-:37].[Li+:10].[NH4+:38].[O:39]1[CH2:40][CH2:41][CH2:42][CH2:43]1>>[C:11]([CH:12]=[CH:30][c:29]1[c:28]([CH3:27])[cH:35][cH:34][cH:33][c:32]1[CH3:36])(=[O:13])[CH:14]1[CH2:15][CH2:16][N:17]([C:20](=[O:21])[O:22][C:23]([CH3:24])([CH3:25])[CH3:26])[CH2:18][CH2:19]1. The reactants are C(C1=CC=CC=C1)Cl (benzyl chloride), FC(C1=CC=NC=C1)(F)F (4-trifluoromethylpyridine), CC(C)(C)OC (MTBE), C(C1=CC=CC=C1)Cl (benzyl chloride). The solvent is C(C)#N (acetonitrile), C(C)#N (acetonitrile). Conditions: temperature 80 celsius, time 2 hour. Product: [Cl-].C(C1=CC=CC=C1)[N+]1=CC=C(C=C1)C(F)(F)F (1-benzyl-4-trifluoromethylpyridinium chloride). As a reaction SMILES: [CH2:1]([Cl:8])[C:2]1[CH:7]=[CH:6][CH:5]=[CH:4][CH:3]=1.[F:9][C:10]([F:18])([F:17])[C:11]1[CH:16]=[CH:15][N:14]=[CH:13][CH:12]=1.CC(OC)(C)C>C(#N)C>[Cl-:8].[CH2:1]([N+:14]1[CH:15]=[CH:16][C:11]([C:10]([F:18])([F:17])[F:9])=[CH:12][CH:13]=1)[C:2]1[CH:7]=[CH:6][CH:5]=[CH:4][CH:3]=1 |f:4.5|. Procedure details: A solution of 7.59 mL (65.94 mmol) benzyl chloride in 10 mL of acetonitrile was added to a solution of 10.00 g (65.94 mmol) of 4-trifluoromethylpyridine in 40 mL of acetonitrile and the mixture was stirred for 2 hours at 80° C. Another 1.5 mL of benzyl chloride was added and the mixture was stirred for 22 hours at 80° C. The reaction mixture was cooled to RT and combined with MTBE. The precipitate was filtered off, washed with MTBE, dried in vacuo, and stored in the desiccator. Yield: 14.48 g (8... Starting materials: S1C2=C(C=C1C(O)C1=CC(=C(O1)C)C)C=CC=C2 (benzo [b]thiophen-2-yl-(2,3-dimethyl-furan-5-yl)-methanol), [BH4-].[Na+] (sodium borohydride), FC(C(=O)O)(F)F (Trifluoroacetic acid). The solvent is C(=S)=S (carbon disulfide). Run at time 3 hour. Product: S1C2=C(C=C1CC1=CC(=C(O1)C)C)C=CC=C2 (Benzo[b]thiophen-2-yl-(2,3-dimethyl-furan-5-yl)-methane). Isolated yield 38.7%. Reaction SMILES: FC(F)(F)C(O)=O.[S:8]1[C:12]([CH:13]([C:15]2[O:19][C:18]([CH3:20])=[C:17]([CH3:21])[CH:16]=2)O)=[CH:11][C:10]2[CH:22]=[CH:23][CH:24]=[CH:25][C:9]1=2.[BH4-].[Na+]>C(=S)=S>[S:8]1[C:12]([CH2:13][C:15]2[O:19][C:18]([CH3:20])=[C:17]([CH3:21])[CH:16]=2)=[CH:11][C:10]2[CH:22]=[CH:23][CH:24]=[CH:25][C:9]1=2 |f:2.3|. Procedure: Trifluoroacetic acid (30 mL) was added dropwise to a rt, stirred suspension of benzo [b]thiophen-2-yl-(2,3-dimethyl-furan-5-yl)-methanol (9.56 g, 40.0 mmol) and sodium borohydride (7.0 g, 200 mL) in carbon disulfide (100 mL) under a try N2 atmosphere over a period of 30 min. After an additional 3 hours , the reaction mixture was carefully quenched and further diluted with aqueous ammonium chloride (250 mL). Aqueous mixture was extracted with ethyl ether (500 mL). The ethyl ether extract was wash... The reactants are NC1=C(C(=O)O)C(=CC=C1)C(=O)OC (2-Amino-6-(methoxycarbonyl) benzoic acid), C(=O)(C(F)(F)F)O (TFA), naphthols, 3b, [N+](=O)([O-])C1=C(C(C(=O)O)=CC=C1)C(=O)O (3-nitrophthalic acid), 3-(methoxhycarbonyl)dehydrobenzene. Run in CO (methanol). The product is OCC1=C2C=CC=C(C2=CC=C1)O (5-hydroxymethyl naphthol). Reaction SMILES: N[C:2]1[CH:10]=[CH:9][CH:8]=[C:7]([C:11](OC)=O)[C:3]=1[C:4]([OH:6])=O.[N+](C1C=CC=[C:20]([C:21](O)=[O:22])[C:19]=1C(O)=O)([O-])=O.C(O)(C(F)(F)F)=O>CO>[OH:6][CH2:4][C:3]1[CH:2]=[CH:10][CH:9]=[C:8]2[C:7]=1[CH:11]=[CH:19][CH:20]=[C:21]2[OH:22]. Procedure: 2-Amino-6-(methoxycarbonyl) benzoic acid (1) was made from 3-nitrophthalic acid using the procedure first reported by Rogers and Averill (Rodgers, M. E. and Averill, B. A., J. Org. Chem., 1986, 51, 3308) and then used immediately to make Diels Alder cycloadduct 2 via the 3-(methoxhycarbonyl)dehydrobenzene intermediate that is generated under aprotic diazotization reaction conditions (based on modified conditions first reported by Giles, R. G. F., Sargent, M. V., and Sianipar, H., J. Chem. Soc. P... Starting materials: CCCCO, COCOC, CCCCCCCCCCNC(=N)NC(=N)NCCc1ccc(OC)cc1, Cl, Cl, Cl. Product: CCCCCCCCCCNC1=NCN=C(NCCc2ccc(OC)cc2)N1, Cl. As a reaction SMILES: [CH2:36]([OH:37])[CH2:38][CH2:39][CH3:40].[CH3:1][O:2][CH2:3][O:4][CH3:5].[CH3:9][O:10][c:11]1[cH:12][cH:13][c:14]([CH2:15][CH2:16][NH:17][C:18](=[NH:19])[NH:20][C:21](=[NH:22])[NH:23][CH2:24][CH2:25][CH2:26][CH2:27][CH2:28][CH2:29][CH2:30][CH2:31][CH2:32][CH3:33])[cH:34][cH:35]1.[ClH:6].[ClH:7].[ClH:8]>>[CH2:1]1[N:19]=[C:18]([NH:17][CH2:16][CH2:15][c:14]2[cH:13][cH:12][c:11]([O:10][CH3:9])[cH:35][cH:34]2)[NH:20][C:21]([NH:23][CH2:24][CH2:25][CH2:26][CH2:27][CH2:28][CH2:29][CH2:30][CH2:31][CH2:32][CH3:33])=[N:22]1.[ClH:6]. Reactants: ClCCl, CC(C)=O, [I-], [Na+], CC(O)(CO)CCCC(CO)C1CCC2C3CC=C4CC(OC5CCCCO5)CC(OC5CCCCO5)C4(C)C3CCC12C, O. Product: CC(O)(CO)CCCC(CI)C1CCC2C3CC=C4CC(OC5CCCCO5)CC(OC5CCCCO5)C4(C)C3CCC12C. Reaction SMILES: [CH2:52]([Cl:53])[Cl:54].[CH3:47][C:48](=[O:49])[CH3:50].[I-:46].[Na+:45].[O:1]1[CH:2]([O:7][CH:8]2[CH2:9][CH:10]([O:38][CH:39]3[O:40][CH2:41][CH2:42][CH2:43][CH2:44]3)[CH2:11][C:12]3=[CH:13][CH2:14][CH:15]4[CH:16]5[CH2:17][CH2:18][CH:19]([CH:20]([CH2:21][CH2:22][CH2:23][C:24]([CH2:25][OH:26])([CH3:27])[OH:28])[CH2:29][OH:30])[C:31]5([CH3:37])[CH2:32][CH2:33][CH:34]4[C:35]23[CH3:36])[CH2:3][CH2:4][CH2:5][CH2:6]1.[OH2:51]>>[O:1]1[CH:2]([O:7][CH:8]2[CH2:9][CH:10]([O:38][CH:39]3[O:40][CH2:41][CH2:42][CH2:43][CH2:44]3)[CH2:11][C:12]3=[CH:13][CH2:14][CH:15]4[CH:16]5[CH2:17][CH2:18][CH:19]([CH:20]([CH2:21][CH2:22][CH2:23][C:24]([CH2:25][OH:26])([CH3:27])[OH:28])[CH2:29][I:46])[C:31]5([CH3:37])[CH2:32][CH2:33][CH:34]4[C:35]23[CH3:36])[CH2:3][CH2:4][CH2:5][CH2:6]1. The reactants are BrCCBr, O=C1CCN(Cc2ccccc2)CC1, C1CCOC1, [Cl-], Fc1ccc(CCl)cc1, [Mg], [NH4+], O. Product: OC1(Cc2ccc(F)cc2)CCN(Cc2ccccc2)CC1. As a reaction SMILES: [Br:2][CH2:3][CH2:4][Br:5].[CH2:15]([c:16]1[cH:17][cH:18][cH:19][cH:20][cH:21]1)[N:22]1[CH2:23][CH2:24][C:25](=[O:28])[CH2:26][CH2:27]1.[CH2:31]1[O:32][CH2:33][CH2:34][CH2:35]1.[Cl-:29].[Cl:6][CH2:7][c:8]1[cH:9][cH:10][c:11]([F:14])[cH:12][cH:13]1.[Mg:1].[NH4+:30].[OH2:36]>>[CH2:7]([c:8]1[cH:9][cH:10][c:11]([F:14])[cH:12][cH:13]1)[C:25]1([OH:28])[CH2:24][CH2:23][N:22]([CH2:15][c:16]2[cH:17][cH:18][cH:19][cH:20][cH:21]2)[CH2:27][CH2:26]1.